The task is: describe an organic reaction: reactants, conditions, products, and yield. This data is from the Open Reaction Database (ORD), a public repository of structured organic reaction records. Reactants: N1=CC=C(C=2CCCCC12)N1CCN(CC1)CC(=O)C1=CC=C(OCC(=O)OC)C=C1 (Methyl 4-[2-[4-(5,6,7,8-tetrahydro-4-quinolinyl)piperazin-1-yl]-acetyl]phenoxyacetate). Solvent: C(C)N(CC)CC.O (triethylamine water). Reaction conditions: time 8 hour. Yields the product N1=CC=C(C=2CCCCC12)N1CCN(CC1)CC(=O)C1=CC=C(OCC(=O)O)C=C1 (4-[2-[4-(5,6,7,8-Tetrahydro-4-quinolinyl)piperazin-1-yl]acetyl]phenoxyacetic acid). Reaction SMILES: [N:1]1[C:10]2[CH2:9][CH2:8][CH2:7][CH2:6][C:5]=2[C:4]([N:11]2[CH2:16][CH2:15][N:14]([CH2:17][C:18]([C:20]3[CH:31]=[CH:30][C:23]([O:24][CH2:25][C:26]([O:28]C)=[O:27])=[CH:22][CH:21]=3)=[O:19])[CH2:13][CH2:12]2)=[CH:3][CH:2]=1>C(N(CC)CC)C.O>[N:1]1[C:10]2[CH2:9][CH2:8][CH2:7][CH2:6][C:5]=2[C:4]([N:11]2[CH2:16][CH2:15][N:14]([CH2:17][C:18]([C:20]3[CH:21]=[CH:22][C:23]([O:24][CH2:25][C:26]([OH:28])=[O:27])=[CH:30][CH:31]=3)=[O:19])[CH2:13][CH2:12]2)=[CH:3][CH:2]=1 |f:1.2|. Reported procedure: In a similar manner to Example 42, the product of Example 45 (180 mg), and 0.5% v/v triethylamine/water (40 ml) gave, after stirring overnight at room temperature, washing with ether, filtration and lyophilisation, the title compound (121 mg) as an off-white fluffy solid: NMR (CDCl3) δ 1.75(2H,m), 1.90(2H,m), 2.61(2H,m), 2.75(4H,m), 3.08(2H,m), 3.23(4H,m), 3.78(2H,s), 4.66(2H,s), 6.79(1H,d), 6.99(2H,d), 7.98(2H,d), 8.41(1H,d); m/Z 410 (M+H)+ ; calculated for C23H27N3O4. 0.03 Et3N. 1.0 H2O: C, 64... The reactants are C=Cc1ccc(=O)n(C)c1, Cc1ccc2[nH]c3c(c2c1)CN(C)CC3, CN1CCCC1=O, [K+], [OH-]. As a reaction SMILES: [CH3:16][n:17]1[c:18](=[O:25])[cH:19][cH:20][c:21]([CH:23]=[CH2:24])[cH:22]1.[CH3:1][N:2]1[CH2:3][c:4]2[c:5]([nH:6][c:7]3[cH:8][cH:9][c:10]([CH3:13])[cH:11][c:12]23)[CH2:14][CH2:15]1.[CH3:28][N:29]1[CH2:30][CH2:31][CH2:32][C:33]1=[O:34].[K+:27].[OH-:26]>>[CH3:1][N:2]1[CH2:3][c:4]2[c:5]([n:6]([CH2:24][CH2:23][c:21]3[cH:20][cH:19][c:18](=[O:25])[n:17]([CH3:16])[cH:22]3)[c:7]3[cH:8][cH:9][c:10]([CH3:13])[cH:11][c:12]23)[CH2:14][CH2:15]1. Yields the product Cc1ccc2c(c1)c1c(n2CCc2ccc(=O)n(C)c2)CCN(C)C1. Reactants: FC1=C(C=C(C=C1)C)OCC(F)(F)F (1-fluoro-4-methyl-2-(2,2,2-trifluoro-ethoxy)-benzene), C1CC(=O)N(C1=O)Br (NBS), C(C1=CC=CC=C1)(=O)OOC(C1=CC=CC=C1)=O (dibenzoylperoxide). Run in C(Cl)(Cl)(Cl)Cl (CCl4). Yields the product BrCC1=CC(=C(C=C1)F)OCC(F)(F)F (4-Bromomethyl-1-fluoro-2-(2,2,2-trifluoro-ethoxy)-benzene). RXN SMILES: [F:1][C:2]1[CH:7]=[CH:6][C:5]([CH3:8])=[CH:4][C:3]=1[O:9][CH2:10][C:11]([F:14])([F:13])[F:12].C1C(=O)N([Br:22])C(=O)C1.C(OOC(=O)C1C=CC=CC=1)(=O)C1C=CC=CC=1>C(Cl)(Cl)(Cl)Cl>[Br:22][CH2:8][C:5]1[CH:6]=[CH:7][C:2]([F:1])=[C:3]([O:9][CH2:10][C:11]([F:13])([F:12])[F:14])[CH:4]=1. Reported procedure: A mixture of 2.68 g (12.8 mmol) of 1-fluoro-4-methyl-2-(2,2,2-trifluoro-ethoxy)-benzene, 2.3 g (12.9 mmol) of NBS and 140 mg of dibenzoylperoxide in 60 ml of CCl4 was refluxed for 6 hours. Solvent was removed and the crude residue was used without any further purification for the next step. Reactants: CC1=C(SC=C1)C1=CC=C(C=C1)C(C=O)C (2-[4-(3-methyl-2-thienyl)phenyl]propionaldehyde), Cl(=O)[O-].[Na+] (sodium chlorite), S(=O)(O)[O-].[Na+] (sodium hydrogensulfite), S(N)(O)(=O)=O (sulfamic acid), aqueous solution. The solvent is C(Cl)(Cl)Cl (chloroform), O (water). Conditions: time 10 minute. Yields the product CC1=C(SC=C1)C1=CC=C(C=C1)C(C(=O)O)C (2-[4-(3-methyl-2-thienyl)phenyl]propionic acid). The yield is 89.8%. Reaction SMILES: S(=O)(=O)(O)N.[CH3:6][C:7]1[CH:11]=[CH:10][S:9][C:8]=1[C:12]1[CH:17]=[CH:16][C:15]([CH:18]([CH3:21])[CH:19]=[O:20])=[CH:14][CH:13]=1.Cl([O-])=[O:23].[Na+].S([O-])(O)=O.[Na+]>O.C(Cl)(Cl)Cl>[CH3:6][C:7]1[CH:11]=[CH:10][S:9][C:8]=1[C:12]1[CH:17]=[CH:16][C:15]([CH:18]([CH3:21])[C:19]([OH:23])=[O:20])=[CH:14][CH:13]=1 |f:2.3,4.5|. Reported procedure: In 20 ml of water was dissolved 3.2 g (0.033 mole) of sulfamic acid. To the solution was added a solution of 5.0 g (0.0217 mole) of 2-[4-(3-methyl-2-thienyl)phenyl]propionaldehyde [obtained in (1)] in 20 ml of chloroform. To the mixture, while maintaining the temperature at 0° to 10° C., was added dropwise with stirring 10 ml of an aqueous solution containing 2.6 g (0.0242 mole) of sodium chlorite (84% pure). After completion of the addition, the mixture was stirred for 10 minutes, admixed with ...